This data is from the Open Reaction Database (ORD), a public repository of structured organic reaction records. The task is: describe an organic reaction: reactants, conditions, products, and yield The reactants are CO, CCCC(C)NC(=O)C(N=[N+]=[N-])C(O)C(Cc1ccccc1)NC(=O)OC(C)(C)C. The product is CCCC(C)NC(=O)C(N)C(O)C(Cc1ccccc1)NC(=O)OC(C)(C)C. Reaction SMILES: [CH3:31][OH:32].[N:1](=[N+:2]=[N-:3])[CH:4]([C:5](=[O:6])[NH:7][CH:8]([CH2:9][CH2:10][CH3:11])[CH3:12])[CH:13]([CH:14]([CH2:15][c:16]1[cH:17][cH:18][cH:19][cH:20][cH:21]1)[NH:22][C:23](=[O:24])[O:25][C:26]([CH3:27])([CH3:28])[CH3:29])[OH:30]>>[NH2:1][CH:4]([C:5](=[O:6])[NH:7][CH:8]([CH2:9][CH2:10][CH3:11])[CH3:12])[CH:13]([CH:14]([CH2:15][c:16]1[cH:17][cH:18][cH:19][cH:20][cH:21]1)[NH:22][C:23](=[O:24])[O:25][C:26]([CH3:27])([CH3:28])[CH3:29])[OH:30]. The reactants are O=C([O-])[O-], CS, CC(C)=O, [K+], [K+], N#Cc1ccc(C(F)(F)F)cc1[N+](=O)[O-]. Product: CSc1cc(C(F)(F)F)ccc1C#N. As a reaction SMILES: [C:3](=[O:4])([O-:5])[O-:6].[CH3:1][SH:2].[CH3:24][C:25](=[O:26])[CH3:27].[K+:7].[K+:8].[N+:9]([O-:10])(=[O:11])[c:12]1[c:13]([C:14]#[N:15])[cH:16][cH:17][c:18]([C:20]([F:21])([F:22])[F:23])[cH:19]1>>[CH3:1][S:2][c:12]1[c:13]([C:14]#[N:15])[cH:16][cH:17][c:18]([C:20]([F:21])([F:22])[F:23])[cH:19]1. Reactants: CCCC(=O)c1cnc2c(OCCSC)cccc2c1Nc1ccccc1OC, ClCCl, [O-]Cl, [Na+], O. Product: CCCC(=O)c1cnc2c(OCCS(C)=O)cccc2c1Nc1ccccc1OC. As a reaction SMILES: [C:1]([CH2:2][CH2:3][CH3:4])(=[O:5])[c:6]1[cH:7][n:8][c:9]2[c:10]([O:25][CH2:26][CH2:27][S:28][CH3:29])[cH:11][cH:12][cH:13][c:14]2[c:15]1[NH:16][c:17]1[c:18]([O:23][CH3:24])[cH:19][cH:20][cH:21][cH:22]1.[CH2:34]([Cl:35])[Cl:36].[Cl:31][O-:32].[Na+:33].[OH2:30]>>[C:1]([CH2:2][CH2:3][CH3:4])(=[O:5])[c:6]1[cH:7][n:8][c:9]2[c:10]([O:25][CH2:26][CH2:27][S:28]([CH3:29])=[O:30])[cH:11][cH:12][cH:13][c:14]2[c:15]1[NH:16][c:17]1[c:18]([O:23][CH3:24])[cH:19][cH:20][cH:21][cH:22]1. The reactants are C1(=CC=CC=C1)C(CN)C1=CC=CC=C1 (2,2-diphenylethylamine), N1(CCCCCC1)C(=O)N[C@H](C(=O)O)CC(C)C ((S)-2-[(Azepane-1-carbonyl)-amino]-4-methyl-pentanoic acid), C(C)(C)N(C(C)C)CC (N,N-diisopropylethylamine), O-benzotriazol-1-yl-N,N,N,N′,N′-tetramethyluronium hexafluorophosphate, C(C)OCC (diethyl ether). Run in CN(C)C=O (DMF). Conditions: temperature 0 celsius, time 30 minute. Product: C1(=CC=CC=C1)C(CNC(=O)[C@H](CC(C)C)NC(=O)N1CCCCCC1)C1=CC=CC=C1 ((S)-Azepane-1-carboxylic acid [1-(2,2-diphenyl-ethylcarbamoyl)-3-methyl-butyl]-amide). The yield is 85.8%. RXN SMILES: [N:1]1([C:8]([NH:10][C@@H:11]([CH2:15][CH:16]([CH3:18])[CH3:17])[C:12]([OH:14])=O)=[O:9])[CH2:7][CH2:6][CH2:5][CH2:4][CH2:3][CH2:2]1.C(N(CC)C(C)C)(C)C.[C:28]1([CH:34]([C:37]2[CH:42]=[CH:41][CH:40]=[CH:39][CH:38]=2)[CH2:35][NH2:36])[CH:33]=[CH:32][CH:31]=[CH:30][CH:29]=1.C(OCC)C>CN(C=O)C>[C:37]1([CH:34]([C:28]2[CH:29]=[CH:30][CH:31]=[CH:32][CH:33]=2)[CH2:35][NH:36][C:12]([C@@H:11]([NH:10][C:8]([N:1]2[CH2:2][CH2:3][CH2:4][CH2:5][CH2:6][CH2:7]2)=[O:9])[CH2:15][CH:16]([CH3:18])[CH3:17])=[O:14])[CH:38]=[CH:39][CH:40]=[CH:41][CH:42]=1. Procedure details: (S)-2-[(Azepane-1-carbonyl)-amino]-4-methyl-pentanoic acid (0.51 g, 2.0 mmol, Example 1, Step B) was dissolved in dry DMF (5 mL) under nitrogen atmosphere and cooled to 0° C. in an ice-water bath. To this solution were added, in succession, N,N-diisopropylethylamine (0.68 mL, 3.9 mmol) and solid O-benzotriazol-1-yl-N,N,N,N′,N′-tetramethyluronium hexafluorophosphate (0.74 g, 2.0 mmol). The resulting reaction mixture was stirred at that temperature for 30 minutes; 2,2-diphenylethylamine (0.38 g, 1... Starting materials: C(C)(C)(C)OC(=O)N1CCC(CC1)=O (4-oxo-piperidine-1-carboxylic acid tert-butyl ester), N1C(CCC1)=O (pyrollidone), enamine, ICC (iodoethane), O (water). Reagents/catalysts: C1(=CC=C(C=C1)S(=O)(=O)O)C (p-toluenesulfonic acid). Run in C1=CC=CC=C1 (benzene). Conditions: temperature 100 celsius. Product: C(C)(C)(C)OC(=O)N1CC(C(CC1)=O)CC (3-ethyl-4-oxo-piperidine-1-carboxylic acid tert-butyl ester). Reaction SMILES: [C:1]([O:5][C:6]([N:8]1[CH2:13][CH2:12][C:11](=[O:14])[CH2:10][CH2:9]1)=[O:7])([CH3:4])([CH3:3])[CH3:2].N1CC[CH2:17][C:16]1=O.O.ICC>C1C=CC=CC=1.C1(C)C=CC(S(O)(=O)=O)=CC=1>[C:1]([O:5][C:6]([N:8]1[CH2:9][CH2:10][C:11](=[O:14])[CH:12]([CH2:16][CH3:17])[CH2:13]1)=[O:7])([CH3:4])([CH3:2])[CH3:3]. Procedure details: A solution of 4-oxo-piperidine-1-carboxylic acid tert-butyl ester (5 g, 25.1 mmol), pyrollidone (5 mL) and p-toluenesulfonic acid (25 mg) in benzene (100 mL) was heated at reflux for 16 h with azeotropic distillation of water. The resulting enamine solution was cooled to rt and concentrated. The crude enamine was dissolved in acetonitrile (50 mL); iodoethane (4.67 g, 30.1 mmol.) was added and the mixture was heated at 100° C. for 0.5 h, cooled to rt and concentrated. The mixture was dissolved in... Starting materials: C(C)(C)N(C(C)C)CC (N, N-diisopropylethylamine), C(C)(C)(C)C1=CC=C(C=C1)C1=C(C=C(C=C1C)OC(C)C1=CC=C(S1)C(=O)O)C ((±)-5-[1-(4′-tert-butyl-2,6-dimethyl-biphenyl-4-yloxy)-ethyl]-thiophene-2-carboxylic acid), Cl.COC(CCN)=O (3-amino-propionic acid methyl ester hydrochloride), O.ON1N=NC2=C1C=CC=C2 (1-hydroxybenzotriazole hydrate), Cl.CN(CCCN=C=NCC)C (N-(3-dimethylaminopropyl)-N′-ethylcarbodiimide hydrochloride). The solvent is CN(C)C=O (DMF), O (H2O). Yields the product COC(CCNC(=O)C=1SC(=CC1)C(C)OC1=CC(=C(C(=C1)C)C1=CC=C(C=C1)C(C)(C)C)C)=O ((±)-3-({5-[1-(4′-tert-butyl-2,6-dimethyl-biphenyl-4-yloxy)-ethyl]-thiophene-2-carbonyl}-amino)-propionic acid methyl ester). The yield is 71.4%. RXN SMILES: [C:1]([C:5]1[CH:10]=[CH:9][C:8]([C:11]2[C:16]([CH3:17])=[CH:15][C:14]([O:18][CH:19]([C:21]3[S:25][C:24]([C:26](O)=[O:27])=[CH:23][CH:22]=3)[CH3:20])=[CH:13][C:12]=2[CH3:29])=[CH:7][CH:6]=1)([CH3:4])([CH3:3])[CH3:2].Cl.[CH3:31][O:32][C:33](=[O:37])[CH2:34][CH2:35][NH2:36].O.ON1C2C=CC=CC=2N=N1.C(N(CC)C(C)C)(C)C.Cl.CN(C)CCCN=C=NCC>CN(C=O)C.O>[CH3:31][O:32][C:33](=[O:37])[CH2:34][CH2:35][NH:36][C:26]([C:24]1[S:25][C:21]([CH:19]([O:18][C:14]2[CH:13]=[C:12]([CH3:29])[C:11]([C:8]3[CH:7]=[CH:6][C:5]([C:1]([CH3:3])([CH3:4])[CH3:2])=[CH:10][CH:9]=3)=[C:16]([CH3:17])[CH:15]=2)[CH3:20])=[CH:22][CH:23]=1)=[O:27] |f:1.2,3.4,6.7|. Procedure details: To a mixture of (±)-5-[1-(4′-tert-butyl-2,6-dimethyl-biphenyl-4-yloxy)-ethyl]-thiophene-2-carboxylic acid (0.546 g, 1.34 mmol), 3-amino-propionic acid methyl ester hydrochloride (0.204 g, 1.46 mmol), and 1-hydroxybenzotriazole hydrate (HOBt, 0.217 g, 1.60 mmol) in DMF (12.3 mL) is added N, N-diisopropylethylamine (0.70 mL, 4.01 mmol), then N-(3-dimethylaminopropyl)-N′-ethylcarbodiimide hydrochloride (EDCI, 0.333 g, 1.74 mmol) and stirred overnight. The reaction mixture is poured into H2O (25 mL)... Reactants: Cl (hydrochloric acid), S1C(=CC=C1)C(C(=O)O)=O (thien-2-ylglyoxylic acid), C([O-])(O)=O.[Na+] (sodium bicarbonate), Cl.C(C)(C)(C)ON (t-butoxyamine hydrochloride), C([O-])(O)=O.[Na+] (sodium bicarbonate). The solvent is O (water), O (water). Conditions: time 18 hour. Yields the product C(C)(C)(C)ON=C(C(=O)O)C=1SC=CC1 (2-t-Butoxyimino-2-(thien -2-yl)acetic acid). The yield is 44.3%. Reaction SMILES: [S:1]1[CH:5]=[CH:4][CH:3]=[C:2]1[C:6](=O)[C:7]([OH:9])=[O:8].C(=O)(O)[O-].[Na+].Cl.[C:17]([O:21][NH2:22])([CH3:20])([CH3:19])[CH3:18].Cl>O>[C:17]([O:21][N:22]=[C:6]([C:2]1[S:1][CH:5]=[CH:4][CH:3]=1)[C:7]([OH:9])=[O:8])([CH3:20])([CH3:19])[CH3:18] |f:1.2,3.4|. Reported procedure: A solution of thien-2-ylglyoxylic acid (6.2g.) and sodium bicarbonate (3.36g.) in water (100 ml.) was added dropwise to a stirred solution of t-butoxyamine hydrochloride (5.65 g.) and sodium bicarbonate (3.78g.) in water (100 ml.) at 0°-5° and the mixture was stirred at room temperature for 18 hr. The mixture was acidified with 2N hydrochloric acid to pH 2.0 and extracted with ethyl acetate. The combined extracts were washed with water, dried and concentrated to give a solid (9.75 g.). Recrystal... Reaction SMILES: [CH2:16]1[O:17][CH2:18][CH2:19][CH2:20]1.[CH2:1]([CH3:2])[N:3]=[C:4]=[O:5].[o:6]1[nH:7][c:8](=[O:15])[c:9]2[c:10]1[cH:11][cH:12][cH:13][cH:14]2>>[CH2:1]([CH3:2])[NH:3][C:4](=[O:5])[n:7]1[o:6][c:10]2[c:9]([c:8]1=[O:15])[cH:14][cH:13][cH:12][cH:11]2. The product is CCNC(=O)n1oc2ccccc2c1=O. Reactants: C1CCOC1, CCN=C=O, O=c1[nH]oc2ccccc12. The reactants are CCON, ClCCl, C1COCCO1, O=Cc1ccc(O)cc1. Product: CCON=Cc1ccc(O)cc1. Reaction SMILES: [CH2:10]([CH3:11])[O:12][NH2:13].[Cl:14][CH2:15][Cl:16].[O:17]1[CH2:18][CH2:19][O:20][CH2:21][CH2:22]1.[OH:1][c:2]1[cH:3][cH:4][c:5]([CH:6]=[O:7])[cH:8][cH:9]1>>[OH:1][c:2]1[cH:3][cH:4][c:5]([CH:6]=[N:13][O:12][CH2:10][CH3:11])[cH:8][cH:9]1.